From a dataset of the Open Reaction Database (ORD), a public repository of structured organic reaction records. describe an organic reaction: reactants, conditions, products, and yield Starting materials: C(C)OC(=O)C1=NC(=CC(=C1)Br)C (4-bromo-6-methyl-pyridine-2-carboxylic acid ethyl ester). The solvent is Cl (HCl). Yields the product BrC1=CC(=NC(=C1)C)C(=O)O (4-bromo-6-methyl-pyridine-2-carboxylic acid). Isolated yield 116.8%. RXN SMILES: C([O:3][C:4]([C:6]1[CH:11]=[C:10]([Br:12])[CH:9]=[C:8]([CH3:13])[N:7]=1)=[O:5])C>Cl>[Br:12][C:10]1[CH:9]=[C:8]([CH3:13])[N:7]=[C:6]([C:4]([OH:5])=[O:3])[CH:11]=1. Procedure details: A solution of 4-bromo-6-methyl-pyridine-2-carboxylic acid ethyl ester (2.42 g, 9.91 mmol) in 6 N aq. HCl (100 mL) is stirred at 65° C. for 18 h. The solvent is evaporated and the residue is dried under HV, suspended in DCM, filtered and dried again under HV to give 4-bromo-6-methyl-pyridine-2-carboxylic acid (2.50 g) as a hydrochloride salt in form of a white powder; LC-MS: tR=0.46 min, [M+1]+=215.93. Starting materials: COC=1C=C(C=O)C=C(C1OC)OC (3,4,5-trimethoxybenzaldehyde), N1C(=O)NC(=O)C1 (hydantoin), C(O)CN (Monoethanolamine). The solvent is O (water). Yields the product COC=1C=C(C=C2C(NC(N2)=O)=O)C=C(C1OC)OC (5-(3',4'5'-Trimethoxybenzal) hydantoin). The yield is 83.3%. RXN SMILES: [CH3:1][O:2][C:3]1[CH:4]=[C:5]([CH:8]=[C:9]([O:13][CH3:14])[C:10]=1[O:11][CH3:12])[CH:6]=O.[NH:15]1[CH2:21][C:19](=[O:20])[NH:18][C:16]1=[O:17].C(CN)O>O>[CH3:1][O:2][C:3]1[CH:4]=[C:5]([CH:8]=[C:9]([O:13][CH3:14])[C:10]=1[O:11][CH3:12])[CH:6]=[C:21]1[NH:15][C:16](=[O:17])[NH:18][C:19]1=[O:20]. Reported procedure: A mixture of 3,4,5-trimethoxybenzaldehyde (2.497 g.) and hydantoin (1.276 g., 1 molar ratio) in water (15 ml) was heated to 70°. Monoethanolamine (1.17 g., 1.5 molar ratio) was added, followed by magnetic stirring and heating (90°-92°, bath temperature) for 4 hours. Usual workup gave the title compound as a yellow solid (2.950 g.), m.p. 266°-268°. Crystallization from dioxane (80% recovery) gave m.p. 268°-270°. Reactants: C(C)(C)(C)C1=NC2=C(N1CC1CCOCC1)C=CC(=C2)S(=O)(=O)Cl (2-tert-butyl-1-(tetrahydro-2H-pyran-4-ylmethyl)-1H-benzimidazole-5-sulfonyl chloride), C1(CCCCC1)N (cyclohexylamine). Reagents/catalysts: CN(C)C=1C=CN=CC1 (DMAP). Solvent: CC#N (MeCN). The product is white solid, C(C)(C)(C)C1=NC2=C(N1CC1CCOCC1)C=CC(=C2)S(=O)(=O)NC2CCCCC2 (2-tert-Butyl-N-cyclohexyl-1-(tetrahydro-2H-pyran-4-ylmethyl)-1H-benzimidazole-5-sulfonamide). The yield is 44.0%. RXN SMILES: [C:1]([C:5]1[N:9]([CH2:10][CH:11]2[CH2:16][CH2:15][O:14][CH2:13][CH2:12]2)[C:8]2[CH:17]=[CH:18][C:19]([S:21](Cl)(=[O:23])=[O:22])=[CH:20][C:7]=2[N:6]=1)([CH3:4])([CH3:3])[CH3:2].[CH:25]1([NH2:31])[CH2:30][CH2:29][CH2:28][CH2:27][CH2:26]1>CN(C1C=CN=CC=1)C.CC#N>[C:1]([C:5]1[N:9]([CH2:10][CH:11]2[CH2:16][CH2:15][O:14][CH2:13][CH2:12]2)[C:8]2[CH:17]=[CH:18][C:19]([S:21]([NH:31][CH:25]3[CH2:30][CH2:29][CH2:28][CH2:27][CH2:26]3)(=[O:23])=[O:22])=[CH:20][C:7]=2[N:6]=1)([CH3:4])([CH3:3])[CH3:2]. Procedure: Following the same procedure in Example 1, Step A, using 2-tert-butyl-1-(tetrahydro-2H-pyran-4-ylmethyl)-1H-benzimidazole-5-sulfonyl chloride (76 mg, 0.20 mmol), cyclohexylamine (57 uL, 50 mg, 0.50 mmol) and DMAP (82 mg, 0.67 mmol) in MeCN (5 mL). The crude product was purified by MPLC using Hex/EtOAc (1:2) on silica gel to give 39 mg (44% yield) of a white solid as the title compound. 1H NMR (400 MHz, METHANOL-D4) δ 1.09-1.23 (m, 6 H), 1.49-1.59 (m, 4 H), 1.58-1.66 (m, 4 H), 1.68 (s, 9 H), 2.31... The reactants are F[B-](F)(F)F, CC(C)n1cc(Br)c2ccc([N+](=O)[O-])cc21, CC(C)(C)[PH+](C(C)(C)C)C(C)(C)C, N#Cc1ccc(B(O)O)cc1, O=C(C=Cc1ccccc1)C=Cc1ccccc1, O=C(C=Cc1ccccc1)C=Cc1ccccc1, O=C(C=Cc1ccccc1)C=Cc1ccccc1, [F-], [K+], C1CCOC1, [Pd], [Pd]. Product: CC(C)n1cc(-c2ccc(C#N)cc2)c2ccc([N+](=O)[O-])cc21. Reaction SMILES: [B-:17]([F:18])([F:19])([F:20])[F:21].[Br:1][c:2]1[cH:3][n:4]([CH:14]([CH3:15])[CH3:16])[c:5]2[cH:6][c:7]([N+:11](=[O:12])[O-:13])[cH:8][cH:9][c:10]12.[C:22]([PH+:23]([C:24]([CH3:25])([CH3:26])[CH3:27])[C:28]([CH3:29])([CH3:30])[CH3:31])([CH3:32])([CH3:33])[CH3:34].[C:35](#[N:36])[c:37]1[cH:38][cH:39][c:40]([B:43]([OH:44])[OH:45])[cH:41][cH:42]1.[CH:50](=[CH:51][C:52]([CH:53]=[CH:54][c:55]1[cH:56][cH:57][cH:58][cH:59][cH:60]1)=[O:61])[c:62]1[cH:63][cH:64][cH:65][cH:66][cH:67]1.[CH:68](=[CH:69][C:70]([CH:71]=[CH:72][c:73]1[cH:74][cH:75][cH:76][cH:77][cH:78]1)=[O:79])[c:80]1[cH:81][cH:82][cH:83][cH:84][cH:85]1.[CH:86](=[CH:87][C:88]([CH:89]=[CH:90][c:91]1[cH:92][cH:93][cH:94][cH:95][cH:96]1)=[O:97])[c:98]1[cH:99][cH:100][cH:101][cH:102][cH:103]1.[F-:46].[K+:47].[O:104]1[CH2:105][CH2:106][CH2:107][CH2:108]1.[Pd:48].[Pd:49]>>[c:2]1(-[c:40]2[cH:39][cH:38][c:37]([C:35]#[N:36])[cH:42][cH:41]2)[cH:3][n:4]([CH:14]([CH3:15])[CH3:16])[c:5]2[cH:6][c:7]([N+:11](=[O:12])[O-:13])[cH:8][cH:9][c:10]12. Reactants: Cc1c(C(C)(C)O[SiH2]C(C)(C)C)ccnc1N, C1CCOC1, N#Cc1cnc(Cl)s1, Cl, [H-], [Na+], O. The product is Cc1c(C(C)(C)O[SiH2]C(C)(C)C)ccnc1Nc1ncc(C#N)s1. Reaction SMILES: [C:3]([CH3:4])([CH3:5])([CH3:6])[SiH2:7][O:8][C:9]([c:10]1[c:11]([CH3:17])[c:12]([NH2:16])[n:13][cH:14][cH:15]1)([CH3:18])[CH3:19].[CH2:30]1[O:31][CH2:32][CH2:33][CH2:34]1.[Cl:20][c:21]1[s:22][c:23]([C:26]#[N:27])[cH:24][n:25]1.[ClH:28].[H-:2].[Na+:1].[OH2:29]>>[C:3]([CH3:4])([CH3:5])([CH3:6])[SiH2:7][O:8][C:9]([c:10]1[c:11]([CH3:17])[c:12]([NH:16][c:21]2[s:22][c:23]([C:26]#[N:27])[cH:24][n:25]2)[n:13][cH:14][cH:15]1)([CH3:18])[CH3:19]. The reactants are C(C(=O)Cl)(=O)Cl (oxalyl dichloride), NC=1C=C(OC=2N=C(C(=NC2C(C)C)C(=O)N)NC2=CC=C(C=C2)N2CCN(CC2)C)C=CC1 (5-(3-aminophenoxy)-6-isopropyl-3-{[4-(4-methylpiperazin-1-yl)phenyl]amino}pyrazine-2-carboxamide), acid chloride, C(O)([O-])=O.[Na+] (sodium hydrogen carbonate), BrC/C=C/C(=O)O (4-bromocrotonic acid). The solvent is CN(C=O)C (N,N-dimethylformamide), CN1C(CCC1)=O (N-methylpyrrolidone), C(C)#N (acetonitrile). Run at time 2 hour. The product is ClC/C=C/C(=O)NC=1C=C(OC=2N=C(C(=NC2C(C)C)C(=O)N)NC2=CC=C(C=C2)N2CCN(CC2)C)C=CC1 (5-(3-{[(2E)-4-chlorobuta-2-enoyl]amino}phenoxy)-6-isopropyl-3-{[4-(4-methylpiperazin-1-yl)phenyl]amino}pyrazine-2-carboxamide). RXN SMILES: Br[CH2:2]/[CH:3]=[CH:4]/[C:5]([OH:7])=O.C(Cl)(=O)C([Cl:11])=O.[NH2:14][C:15]1[CH:16]=[C:17]([CH:45]=[CH:46][CH:47]=1)[O:18][C:19]1[N:20]=[C:21]([NH:31][C:32]2[CH:37]=[CH:36][C:35]([N:38]3[CH2:43][CH2:42][N:41]([CH3:44])[CH2:40][CH2:39]3)=[CH:34][CH:33]=2)[C:22]([C:28]([NH2:30])=[O:29])=[N:23][C:24]=1[CH:25]([CH3:27])[CH3:26].C(=O)([O-])O.[Na+]>CN1CCCC1=O.CN(C)C=O.C(#N)C>[Cl:11][CH2:2]/[CH:3]=[CH:4]/[C:5]([NH:14][C:15]1[CH:16]=[C:17]([CH:45]=[CH:46][CH:47]=1)[O:18][C:19]1[N:20]=[C:21]([NH:31][C:32]2[CH:33]=[CH:34][C:35]([N:38]3[CH2:39][CH2:40][N:41]([CH3:44])[CH2:42][CH2:43]3)=[CH:36][CH:37]=2)[C:22]([C:28]([NH2:30])=[O:29])=[N:23][C:24]=1[CH:25]([CH3:26])[CH3:27])=[O:7] |f:3.4|. Reported procedure: To a mixture of 4-bromocrotonic acid (632 mg) and acetonitrile (11 mL) were added oxalyl dichloride (308 μL) and N,N-dimethylformamide (2 droplets) under ice-cooling, followed by stirring at room temperature for 2 hours. To a mixture of 5-(3-aminophenoxy)-6-isopropyl-3-{[4-(4-methylpiperazin-1-yl)phenyl]amino}pyrazine-2-carboxamide (1.1 g) and N-methylpyrrolidone (22 mL) was added a solution of the acid chloride prepared above under ice-cooling, followed by stirring at room temperature overnight...